The task is: describe an organic reaction: reactants, conditions, products, and yield. This data is from the Open Reaction Database (ORD), a public repository of structured organic reaction records. Reactants: S(O)(O)(=O)=O (sulfuric acid), ClC1=CC=C(C=O)C=C1 (4-chlorobenzaldehyde), [OH-].[Na+] (sodium hydroxide), CC(CCC=O)(C)C (4,4-dimethylpentanal). The solvent is CO (methanol). Run at time 3 hour. Product: CC(CC(=CC1=CC=C(C=C1)Cl)C=O)(C)C (4,4-Dimethyl-2-formyl-1-(p-chlorophenyl)-pent-1-ene). Reaction SMILES: [Cl:1][C:2]1[CH:9]=[CH:8][C:5]([CH:6]=O)=[CH:4][CH:3]=1.[OH-].[Na+].[CH3:12][C:13]([CH3:19])([CH3:18])[CH2:14][CH2:15][CH:16]=[O:17].S(=O)(=O)(O)O>CO>[CH3:12][C:13]([CH3:19])([CH3:18])[CH2:14][C:15]([CH:16]=[O:17])=[CH:6][C:5]1[CH:8]=[CH:9][C:2]([Cl:1])=[CH:3][CH:4]=1 |f:1.2|. Procedure details: 134 g (0.95 mol) of 4-chlorobenzaldehyde are added to a solution of 15.8 g of 50% strength sodium hydroxide solution in 500 ml of methanol, after which 90 g (0.79 mol) of 4,4-dimethylpentanal are added dropwise at 35° C. in the course of 3 hours. Stirring is carried out for three hours, after which the mixture is neutralized with dilute sulfuric acid and evaporated down and the residue is distilled. The reactants are NC1=C(NC2=CC(=CC=C12)Cl)C(C1=CC(=C(C=C1)OCOC)OCOC)=O (3-Amino-6-chloro-2-[[3,4-bis(methoxymethyloxy)]benzoyl]indole), O (water), C(C)(=O)Cl (acetyl chloride). Run in N1=CC=CC=C1 (pyridine), ClCCl (dichloromethane). Reaction conditions: time 1 hour. Yields the product C(C)(=O)NC1=C(NC2=CC(=CC=C12)Cl)C(C1=CC(=C(C=C1)O)O)=O (3-Acetylamino-6-chloro-2-[(3,4-dihydroxy)benzoyl]indole). Yield: 17.9%. Reaction SMILES: [NH2:1][C:2]1[C:10]2[C:5](=[CH:6][C:7]([Cl:11])=[CH:8][CH:9]=2)[NH:4][C:3]=1[C:12](=[O:27])[C:13]1[CH:18]=[CH:17][C:16]([O:19]COC)=[C:15]([O:23]COC)[CH:14]=1.[C:28](Cl)(=[O:30])[CH3:29].O>N1C=CC=CC=1.ClCCl>[C:28]([NH:1][C:2]1[C:10]2[C:5](=[CH:6][C:7]([Cl:11])=[CH:8][CH:9]=2)[NH:4][C:3]=1[C:12](=[O:27])[C:13]1[CH:18]=[CH:17][C:16]([OH:19])=[C:15]([OH:23])[CH:14]=1)(=[O:30])[CH3:29]. Procedure details: To a solution of 3-amino-6-chloro-2-[[3,4-bis(methoxymethyloxy)]benzoyl]indole (step 3, 0.50 g, 1.3 mmol) in pyridine (1.0 ml) and dichloromethane (20 ml) cooled to 0° C. was added acetyl chloride (0.10 ml, 1.40 mmol). After stiiring for 1 h at room temperature, the reaction mixture was poured into water (20 ml) and extracted with dichloromethane (30 ml×2). The organic extracts were dried (MgSO4) and solvent removed by evaporation. The residue was dissolved in dichloromethane (30 ml), trifluoroa... The reactants are BrC=1C=C(C=CC1)C(C)=O (1-(3-bromophenyl)ethanone), C(CO)O (ethylene glycol), C1(=CC=C(C=C1)S(=O)(=O)O)C (p-toluenesulfonic acid). The solvent is C1=CC=CC=C1 (benzene). Yields the product BrC=1C=C(C=CC1)C1(OCCO1)C (2-(3-bromophenyl)-2-methyl-1,3-dioxolane). RXN SMILES: [Br:1][C:2]1[CH:3]=[C:4]([C:8](=[O:10])[CH3:9])[CH:5]=[CH:6][CH:7]=1.[CH2:11](O)[CH2:12][OH:13].C1(C)C=CC(S(O)(=O)=O)=CC=1>C1C=CC=CC=1>[Br:1][C:2]1[CH:3]=[C:4]([C:8]2([CH3:9])[O:13][CH2:12][CH2:11][O:10]2)[CH:5]=[CH:6][CH:7]=1. Reported procedure: 1-(3-bromophenyl)ethanone (60.6 g), ethylene glycol (83.7 mL), and p-toluenesulfonic acid (0.15 g) were dissolved in benzene (250 mL) and heated at reflux overnight in a Dean-Stark apparatus. The mixture was cooled and washed with water. The aqueous layer was further extracted twice with chlorobutane and the combined organic layers were dried (MgSO4), filtered and the solvent was removed under reduced pressure to yield 75.0 g of a yellow oil. The oil was purified by distillation under reduced pr... The reactants are N12CCCCCC2=NCCC1 (1,8-Diazabicyclo[5,4,0]undec-7-ene), Cl.NCC1=C2C(N(C(C2=CC=C1)=O)C1C(NC(CC1)=O)=O)=O (4-(aminomethyl)-2-(2,6-dioxo(3-piperidyl))isoindoline-1,3-dione hydrochloride), C1(CCCCC1)N=C=O (cyclohexyl isocyanate). Run in CC#N (CH3CN). Run at time 20 minute. The product is O=C1NC(CCC1N1C(C2=CC=CC(=C2C1=O)CNC(=O)NC1CCCCC1)=O)=O (N-{[2-(2,6-dioxo(3-piperidyl))-1,3-dioxoisoindolin-4-yl]methyl}(cyclohexylamino)carboxamide). Yield: 48.5%. Reaction SMILES: N12CCCN=C1CCCCC2.Cl.[NH2:13][CH2:14][C:15]1[CH:23]=[CH:22][CH:21]=[C:20]2[C:16]=1[C:17](=[O:33])[N:18]([CH:25]1[CH2:30][CH2:29][C:28](=[O:31])[NH:27][C:26]1=[O:32])[C:19]2=[O:24].[CH:34]1([N:40]=[C:41]=[O:42])[CH2:39][CH2:38][CH2:37][CH2:36][CH2:35]1>CC#N>[O:32]=[C:26]1[CH:25]([N:18]2[C:17](=[O:33])[C:16]3[C:20](=[CH:21][CH:22]=[CH:23][C:15]=3[CH2:14][NH:13][C:41]([NH:40][CH:34]3[CH2:39][CH2:38][CH2:37][CH2:36][CH2:35]3)=[O:42])[C:19]2=[O:24])[CH2:30][CH2:29][C:28](=[O:31])[NH:27]1 |f:1.2|. Procedure details: 1,8-Diazabicyclo[5,4,0]undec-7-ene (0.29 g, 1.90 mmol) was added to a stirred suspension of 4-(aminomethyl)-2-(2,6-dioxo(3-piperidyl))isoindoline-1,3-dione hydrochloride (0.6 g, 1.85 mmol) in CH3CN (50 mL). After stirring for 20 min, cyclohexyl isocyanate (0.35 g, 2.77 mmol) was added. The mixture was stirred at room temperature for 17 hours. The solvent was removed in vacuo and the residue was dissolved in CH2Cl2 (70 mL). The CH2Cl2 solution was washed with 1N HCl (30 mL), H2O (30 mL), brine (3... Reactants: CC(C)(C)OC(=O)N1CC=C(c2cc3c(Cl)ncnc3[nH]2)CC1, CCCCO, CO, CCN(C(C)C)C(C)C, ClCCl, Cl, Nc1ccc2[nH]ccc2c1. Yields the product CC(C)(C)OC(=O)N1CC=C(c2cc3c(Nc4ccc5[nH]ccc5c4)ncnc3[nH]2)CC1. Reaction SMILES: [C:1]([CH3:2])([CH3:3])([CH3:4])[O:5][C:6](=[O:7])[N:8]1[CH2:9][CH2:10][C:11]([c:14]2[cH:15][c:16]3[c:17]([n:18][cH:19][n:20][c:21]3[Cl:22])[nH:23]2)=[CH:12][CH2:13]1.[CH2:44]([OH:45])[CH2:46][CH2:47][CH3:48].[CH3:52][OH:53].[CH:34]([N:35]([CH2:36][CH3:37])[CH:38]([CH3:39])[CH3:40])([CH3:41])[CH3:42].[Cl:49][CH2:50][Cl:51].[ClH:43].[NH2:24][c:25]1[cH:26][c:27]2[cH:28][cH:29][nH:30][c:31]2[cH:32][cH:33]1>>[C:1]([CH3:2])([CH3:3])([CH3:4])[O:5][C:6](=[O:7])[N:8]1[CH2:9][CH2:10][C:11]([c:14]2[cH:15][c:16]3[c:17]([n:18][cH:19][n:20][c:21]3[NH:24][c:25]3[cH:26][c:27]4[cH:28][cH:29][nH:30][c:31]4[cH:32][cH:33]3)[nH:23]2)=[CH:12][CH2:13]1. Starting materials: FC(OC1=CC=C(C=C1)NC1=NN=C(N1C)CCC=1C=C2C=NN(C2=CC1)C1OCCCC1)F (N-(4-(difluoromethoxy)phenyl)-4-methyl-5-(2-(1-(tetrahydro-2H-pyran-2-yl)-1H-indazol-5-yl)ethyl)-4H-1,2,4-triazol-3-amine), C(=O)(C(F)(F)F)O (TFA). Solvent: C(Cl)Cl (DCM). Reaction conditions: time 8 hour. The product is N1N=CC2=CC(=CC=C12)CCC=1N(C(=NN1)NC1=CC=C(C=C1)OC(F)F)C (5-(2-(1H-indazol-5-yl)ethyl)-N-(4-(difluoromethoxy)phenyl)-4-methyl-4H-1,2,4-triazol-3-amine), solid. Yield: 23.0%. RXN SMILES: [F:1][CH:2]([F:34])[O:3][C:4]1[CH:9]=[CH:8][C:7]([NH:10][C:11]2[N:15]([CH3:16])[C:14]([CH2:17][CH2:18][C:19]3[CH:20]=[C:21]4[C:25](=[CH:26][CH:27]=3)[N:24](C3CCCCO3)[N:23]=[CH:22]4)=[N:13][N:12]=2)=[CH:6][CH:5]=1.C(O)(C(F)(F)F)=O>C(Cl)Cl>[NH:24]1[C:25]2[C:21](=[CH:20][C:19]([CH2:18][CH2:17][C:14]3[N:15]([CH3:16])[C:11]([NH:10][C:7]4[CH:8]=[CH:9][C:4]([O:3][CH:2]([F:1])[F:34])=[CH:5][CH:6]=4)=[N:12][N:13]=3)=[CH:27][CH:26]=2)[CH:22]=[N:23]1. Procedure details: To a stirred solution of N-(4-(difluoromethoxy)phenyl)-4-methyl-5-(2-(1-(tetrahydro-2H-pyran-2-yl)-1H-indazol-5-yl)ethyl)-4H-1,2,4-triazol-3-amine (131 mg, 0.280 mmol) in DCM (2 mL), was added TFA (0.646 mL, 8.39 mmol) and the reaction was stirred at room temperature overnight. Solvents were concentrated and the crude product was purified by preparative HPLC on a Sunfire C18 column (150×19×5.0 m) using a gradient of ACN in 10 mM ammonium acetate (0-100%) to give 5-(2-(1H-indazol-5-yl)ethyl)-N-(4... Reactants: C(CCl)Cl (EDC), N(N)C=1C=CC=2C(=NC(=C(N2)O)C2=CC=CC=C2)N1 (6-hydrazino-3-phenylpyrido[2,3-b]pyrazin-2-ol), C=1C=CC2=C(C1)N=NN2O (HOBt), C(C(=O)N)(=O)O (oxamic acid), C(=O)(C(F)(F)F)O (TFA). Run in CN1CCCC1=O (NMP), O (water). Reaction conditions: temperature 150 celsius, time 30 minute. Product: OC=1N=C2C(=NC1C1=CC=CC=C1)N1C(C=C2)=NN=C1C(=O)N (3-hydroxy-2-phenyl[1,2,4]triazolo[4′,3′:1,6]pyrido[2,3-b]pyrazin-9-carboxamide). As a reaction SMILES: [NH:1]([C:3]1[CH:4]=[CH:5][C:6]2[C:7]([N:19]=1)=[N:8][C:9]([C:13]1[CH:18]=[CH:17][CH:16]=[CH:15][CH:14]=1)=[C:10]([OH:12])[N:11]=2)[NH2:2].C1C=CC2N(O)N=NC=2C=1.[C:30](O)(=O)[C:31]([NH2:33])=[O:32].C(Cl)CCl.C(O)(C(F)(F)F)=O>CN1C(=O)CCC1.O>[OH:12][C:10]1[N:11]=[C:6]2[CH:5]=[CH:4][C:3]3=[N:1][N:2]=[C:30]([C:31]([NH2:33])=[O:32])[N:19]3[C:7]2=[N:8][C:9]=1[C:13]1[CH:18]=[CH:17][CH:16]=[CH:15][CH:14]=1. Procedure details: To a mixture of 6-hydrazinyl-3-phenylpyrido[2,3-b]pyrazin-2(1H)-one (3-3) (300 mg, 1.19 mmol), HOBt (218 mg, 1.42 mmol) and oxamic acid (130 mg, 1.42 mmol) in NMP (12 mL) was added EDC (272 mg, 1.42 mmol) at room temperature and the mixture was stirred for 30 min. After addition of TFA (0.091 mL, 1.19 mmol), the mixture was heated under microwave irradiation at 150° C. for 30 minutes. To a mixture was added water (60 mL) and the precipitate was collected by filtration to give 3-hydroxy-2-phenyl[...